Dataset: the Open Reaction Database (ORD), a public repository of structured organic reaction records. Task: describe an organic reaction: reactants, conditions, products, and yield The reactants are N1C[C@H](CCC1)C(=O)OCC ((S)-ethyl piperidine-3-carboxylate), BrCC(=O)C1=CC=C(C#N)C=C1 (4-(2-bromoacetyl)benzonitrile). The solvent is C1(=CC=CC=C1)C (toluene). Reaction conditions: time 48 hour. The product is C(#N)C1=CC=C(C=C1)C(CN1C[C@H](CCC1)C(=O)OCC)=O ((S)-Ethyl 1-(2-(4-cyanophenyl)-2-oxoethyl)piperidine-3-carboxylate). Isolated yield 125.6%. As a reaction SMILES: [NH:1]1[CH2:6][CH2:5][CH2:4][C@H:3]([C:7]([O:9][CH2:10][CH3:11])=[O:8])[CH2:2]1.Br[CH2:13][C:14]([C:16]1[CH:23]=[CH:22][C:19]([C:20]#[N:21])=[CH:18][CH:17]=1)=[O:15]>C1(C)C=CC=CC=1>[C:20]([C:19]1[CH:22]=[CH:23][C:16]([C:14](=[O:15])[CH2:13][N:1]2[CH2:6][CH2:5][CH2:4][C@H:3]([C:7]([O:9][CH2:10][CH3:11])=[O:8])[CH2:2]2)=[CH:17][CH:18]=1)#[N:21]. Procedure: To a mixture of (S)-ethyl piperidine-3-carboxylate (5 g, 31.8 mmol) in toluene (50 mL) was added 4-(2-bromoacetyl)benzonitrile (7.84 g, 35.0 mmol). The reaction mixture was stirred for 48 hours. The reaction mixture was concentrated in vacuo to yield 12 g of a yellow solid which was purified by triturating in EtOAc. The solid material was collected and washed with EtOAc then dried in vacuo to give 6 g of (S)-ethyl 1-(2-(4-cyanophenyl)-2-oxoethyl)piperidine-3-carboxylate, hydrobromide. MS (m+1)=3... The reactants are C(C)(C)(C)OC(=O)NCCC1=C(CN)C=C(C=C1)Cl (2-(2-(tert-butoxycarbonylamino)ethyl)-5-chlorobenzyl amine), C(C)(C)(C)OC(=O)N[C@H](CC1=NC=CC=C1)C(=O)N1[C@H](C(=O)O)CCC1 (N-(tert-butoxycarbonyl)-3-pyridin-2-yl-D-alanyl-L-proline). Product: N1=C(C=CC=C1)C[C@@H](N)C(=O)N1[C@H](C(=O)NCC2=C(C=CC(=C2)Cl)CCN)CCC1 (3-Pyridin-2-yl-D-alanyl-N-(2-(2-aminoethyl)-5-chlorobenzyl)-L-prolinamide). Reaction SMILES: C(OC([NH:8][CH2:9][CH2:10][C:11]1[CH:18]=[CH:17][C:16]([Cl:19])=[CH:15][C:12]=1[CH2:13][NH2:14])=O)(C)(C)C.C(OC([NH:27][C@@H:28]([C:36]([N:38]1[CH2:45][CH2:44][CH2:43][C@H:39]1[C:40](O)=[O:41])=[O:37])[CH2:29][C:30]1[CH:35]=[CH:34][CH:33]=[CH:32][N:31]=1)=O)(C)(C)C>>[N:31]1[CH:32]=[CH:33][CH:34]=[CH:35][C:30]=1[CH2:29][C@H:28]([C:36]([N:38]1[CH2:45][CH2:44][CH2:43][C@H:39]1[C:40]([NH:14][CH2:13][C:12]1[CH:15]=[C:16]([Cl:19])[CH:17]=[CH:18][C:11]=1[CH2:10][CH2:9][NH2:8])=[O:41])=[O:37])[NH2:27]. Reported procedure: The title compound was prepared from 2-(2-(tert-butoxycarbonylamino)ethyl)-5-chlorobenzyl amine from Step 4 and N-(tert-butoxycarbonyl)-3-pyridin-2-yl-D-alanyl-L-proline from Step 5 using a similar coupling, deprotection, and purification procedures as described in Steps 7 and 8 of Example 15: 1H NMR (DMSO-d6, 400 MHz): δ 8.84 (t, 1H, J=5.8 Hz), 8.72-8.62 (br m, 4H), 8.12-8.00 (br m, 4H), 7.54 (d, 2H, J=7.9 Hz), 7.33-7.19 (m, 4H), 4.58 (br s, 1H), 4.40-4.20 (m, 3H), 3.88-3.80 (m, 2H), 3.43-3.28 ... The reactants are C(C(=O)Cl)(=O)Cl (Oxalyl chloride), COCC1N(CCC1)C1=NC=C(C(=O)O)C=C1C (6-[2-(methoxymethyl)pyrrolidin-1-yl]-5-methylnicotinic acid), NS(=O)(=O)C1=CC=C(C=C1)C(N)=NO (4-(aminosulfonyl)-N′-hydroxybenzenecarboximidamide), 2006/013104 A1, C(#N)C1=CC=C(C=C1)S(=O)(=O)N (4-cyanobenzene-1-sulfonamide), CCN(C(C)C)C(C)C (DIEA). Product: COCC1N(CCC1)C1=C(C=C(C=N1)C1=NC(=NO1)C1=CC=C(C=C1)S(=O)(=O)N)C (4-(5-{6-[2-(methoxymethyl)pyrrolidin-1-yl]-5-methylpyridin-3-yl}-1,2,4-oxadiazol-3-yl)benzenesulfonamide). Reaction SMILES: C(Cl)(=O)C(Cl)=O.[CH3:7][O:8][CH2:9][CH:10]1[CH2:14][CH2:13][CH2:12][N:11]1[C:15]1[C:23]([CH3:24])=[CH:22][C:18]([C:19]([OH:21])=O)=[CH:17][N:16]=1.[NH2:25][S:26]([C:29]1[CH:34]=[CH:33][C:32]([C:35](=[N:37]O)[NH2:36])=[CH:31][CH:30]=1)(=[O:28])=[O:27].C(C1C=CC(S(N)(=O)=O)=CC=1)#N.CCN(C(C)C)C(C)C>>[CH3:7][O:8][CH2:9][CH:10]1[CH2:14][CH2:13][CH2:12][N:11]1[C:15]1[N:16]=[CH:17][C:18]([C:19]2[O:21][N:37]=[C:35]([C:32]3[CH:31]=[CH:30][C:29]([S:26]([NH2:25])(=[O:27])=[O:28])=[CH:34][CH:33]=3)[N:36]=2)=[CH:22][C:23]=1[CH3:24]. Procedure: Oxalyl chloride (122 mL; 1.44 mmol), Intermediate 29 (120 mg; 0.48 mmol), 4-(aminosulfonyl)-N′-hydroxybenzenecarboximidamide, prepared as described in WO 2006/013104 A1 from 4-cyanobenzene-1-sulfonamide (ABCR; CD10716), (103 mg; 0.48 mmol, 1 eq.) and DIEA (248 mL; 1.44 mmol) were reacted according to the procedure described for Example 38. Purification by column chromatography (from cHex/EtOAc, 50/50 to EtOAc) followed by recrystallisation from DCM/n-pentane afforded the title compound as a yell... Starting materials: CCOC(C)=O, COCCOC, CC(C)(C)OC(=O)Nc1ccccc1B1OC(C)(C)C(C)(C)O1, COC(=O)c1ccc(Cl)cc1[N+](=O)[O-], [Na+], [Na+], O=C([O-])[O-], O, O=C(O)CC(O)(CC(=O)O)C(=O)O. Yields the product COC(=O)c1ccc(-c2ccccc2NC(=O)OC(C)(C)C)cc1[N+](=O)[O-]. RXN SMILES: [CH3:57][CH2:58][O:59][C:60](=[O:61])[CH3:62].[CH3:63][O:64][CH2:65][CH2:66][O:67][CH3:68].[CH3:7][C:8]1([CH3:9])[C:10]([CH3:11])([CH3:12])[O:13][B:14]([c:15]2[c:16]([NH:21][C:22]([O:23][C:24]([CH3:25])([CH3:26])[CH3:27])=[O:28])[cH:17][cH:18][cH:19][cH:20]2)[O:29]1.[Cl:30][c:31]1[cH:32][c:33]([N+:41](=[O:42])[O-:43])[c:34]([C:35](=[O:36])[O:37][CH3:38])[cH:39][cH:40]1.[Na+:1].[Na+:2].[O-:3][C:4](=[O:5])[O-:6].[OH2:69].[OH:44][C:45]([CH2:46][C:47]([C:48](=[O:49])[OH:50])([CH2:51][C:52](=[O:53])[OH:54])[OH:55])=[O:56]>>[c:15]1(-[c:31]2[cH:32][c:33]([N+:41](=[O:42])[O-:43])[c:34]([C:35](=[O:36])[O:37][CH3:38])[cH:39][cH:40]2)[c:16]([NH:21][C:22]([O:23][C:24]([CH3:25])([CH3:26])[CH3:27])=[O:28])[cH:17][cH:18][cH:19][cH:20]1. Reaction SMILES: [CH3:1][NH:2][CH3:3].[CH3:4][CH2:5][OH:6].[CH3:7][Si:8]([CH2:9][CH2:10][CH2:11][O:12][CH2:13][CH:14]1[O:15][CH2:16]1)([CH2:17][CH2:18][Si:19]([CH3:20])([CH3:21])[CH3:22])[CH3:23].[OH2:24]>>[CH3:1][N:2]([CH3:3])[CH2:16][CH:14]([CH2:13][O:12][CH2:11][CH2:10][CH2:9][Si:8]([CH3:7])([CH2:17][CH2:18][Si:19]([CH3:20])([CH3:21])[CH3:22])[CH3:23])[OH:15]. The reactants are CNC, CCO, C[Si](C)(C)CC[Si](C)(C)CCCOCC1CO1, O. Product: CN(C)CC(O)COCCC[Si](C)(C)CC[Si](C)(C)C. As a reaction SMILES: [C:40]([Cl:41])([Cl:42])([Cl:43])[Cl:44].[CH2:35]([Li:36])[CH2:37][CH2:38][CH3:39].[CH:1]1([NH:6][c:7]2[cH:8][c:9]3[n:10]([cH:11][cH:12]2)[n:13][c:14](-[c:28]2[cH:29][cH:30][c:31]([F:34])[cH:32][cH:33]2)[c:15]3-[c:16]2[n:17][c:18]([NH:22][CH:23]3[CH2:24][CH2:25][CH2:26][CH2:27]3)[n:19][cH:20][cH:21]2)[CH2:2][CH2:3][CH2:4][CH2:5]1.[O:45]1[CH2:46][CH2:47][CH2:48][CH2:49]1>>[CH:1]1([NH:6][c:7]2[cH:8][c:9]3[n:10]([c:11]([Cl:41])[cH:12]2)[n:13][c:14](-[c:28]2[cH:29][cH:30][c:31]([F:34])[cH:32][cH:33]2)[c:15]3-[c:16]2[n:17][c:18]([NH:22][CH:23]3[CH2:24][CH2:25][CH2:26][CH2:27]3)[n:19][cH:20][cH:21]2)[CH2:2][CH2:3][CH2:4][CH2:5]1. Product: Fc1ccc(-c2nn3c(Cl)cc(NC4CCCC4)cc3c2-c2ccnc(NC3CCCC3)n2)cc1. The reactants are ClC(Cl)(Cl)Cl, [Li]CCCC, Fc1ccc(-c2nn3ccc(NC4CCCC4)cc3c2-c2ccnc(NC3CCCC3)n2)cc1, C1CCOC1. Starting materials: [Si](C)(C)(C(C)(C)C)OC[C@@H]1N([C@H](C2=CC=CC(=C2C1)C(C)(C)O)C)C(CC1=C(C=CC=C1Cl)Cl)=O (1-((1S,3R)-3-(((tert-butyldimethylsilyl)oxy)methyl)-5-(2-hydroxypropan-2-yl)-1-methyl-3,4-dihydroisoquinolin-2(1H)-yl)-2-(2,6-dichlorophenyl)ethan-1-one), [F-].C(CCC)[N+](CCCC)(CCCC)CCCC (tetrabutylammonium fluoride). The solvent is C1CCOC1 (THF), hexanes. Conditions: time 30 minute. Yields the product ClC1=C(C(=CC=C1)Cl)CC(=O)N1[C@H](C2=CC=CC(=C2C[C@@H]1CO)C(C)(C)O)C (2-(2,6-dichlorophenyl)-1-((1S,3R)-3-(hydroxymethyl)-5-(2-hydroxypropan-2-yl)-1-methyl-3,4-dihydroisoquinolin-2(1H)-yl)ethan-1-one). Yield: 71.0%. RXN SMILES: [Si]([O:8][CH2:9][C@H:10]1[CH2:19][C:18]2[C:13](=[CH:14][CH:15]=[CH:16][C:17]=2[C:20]([OH:23])([CH3:22])[CH3:21])[C@H:12]([CH3:24])[N:11]1[C:25](=[O:35])[CH2:26][C:27]1[C:32]([Cl:33])=[CH:31][CH:30]=[CH:29][C:28]=1[Cl:34])(C(C)(C)C)(C)C.[F-].C([N+](CCCC)(CCCC)CCCC)CCC>C1COCC1>[Cl:34][C:28]1[CH:29]=[CH:30][CH:31]=[C:32]([Cl:33])[C:27]=1[CH2:26][C:25]([N:11]1[C@@H:10]([CH2:9][OH:8])[CH2:19][C:18]2[C:13](=[CH:14][CH:15]=[CH:16][C:17]=2[C:20]([OH:23])([CH3:21])[CH3:22])[C@@H:12]1[CH3:24])=[O:35] |f:1.2|. Procedure: Dissolve 1-((1S,3R)-3-(((tert-butyldimethylsilyl)oxy)methyl)-5-(2-hydroxypropan-2-yl)-1-methyl-3,4-dihydroisoquinolin-2(1H)-yl)-2-(2,6-dichlorophenyl)ethan-1-one (0.054 g, 100 μmol) in THF (1.0 mL). Add tetrabutylammonium fluoride (0.11 mL, 110 μmol, 1M in THF). Stir 30 min. Add saturated ammonium chloride solution and extract with ethyl acetate three times. Combine the ethyl acetate extracts, dry over sodium sulfate, filter, and concentrate under reduced pressure to give a residue. Purify the r... The reactants are COC1=CC=C(C=CC#N)C=C1 (4-methoxycinnamonitrile), O (H2O), CC(=O)O (HOAc), NaH2PO2. The reagents and catalysts are [Ni] (RaNi). Solvent: N1=CC=CC=C1 (pyridine). Reaction conditions: temperature 50 celsius, time 3 hour. Yields the product COC1=CC=C(C=CC=O)C=C1 (4-methoxycinnamaldehyde). Yield: 35.0%. Reaction SMILES: [CH3:1][O:2][C:3]1[CH:12]=[CH:11][C:6]([CH:7]=[CH:8][C:9]#N)=[CH:5][CH:4]=1.O.CC(O)=[O:16]>[Ni].N1C=CC=CC=1>[CH3:1][O:2][C:3]1[CH:12]=[CH:11][C:6]([CH:7]=[CH:8][CH:9]=[O:16])=[CH:5][CH:4]=1. Procedure details: To 2 g (12.6 mmol) 4-methoxycinnamonitrile in 10:10:20 ml H2O:HOAc:pyridine was added 5 g (47 mmol) NaH2PO2 (hypophosphite) followed by 2 g RaNi. After stirring 3 hours at 50° C., the reaction mixture was filtered, extracted with CH2Cl2, washed with dilute HCl, washed with H2O and evaporated to give 0.7 g (35% yield) 4-methoxycinnamaldehyde, a yellow solid, m.p. 47° C.